Dataset: the Open Reaction Database (ORD), a public repository of structured organic reaction records. Task: describe an organic reaction: reactants, conditions, products, and yield The reactants are C(C)N(C1=C(C=C(C(=C1)OC)OC)[C@H]1CC=2C=CC(=CC2CC1)OC(C(C)(C)C)=O)C(C1=CC=C(C=C1)O)=O (pivalic acid (R)-6-{2-[ethyl(4-hydroxybenzoyl)amino]-4,5-dimethoxyphenyl}-5,6,7,8-tetrahydronaphthalen-2-yl ester), BrCC(=O)N1C(CCCC1(C)C)(C)C (2-bromo-1-(2,2,6,6-tetramethylpiperidin-1-yl)ethanone). Product: C(C)N(C1=C(C=C(C(=C1)OC)OC)[C@H]1CC=2C=CC(=CC2CC1)O)CC1=CC=C(C=C1)OCCN1C(CCCC1(C)C)(C)C ((R)-6-{2-{Ethyl{4-[2-(2,2,6,6-tetramethylpiperidin-1-yl)ethoxy]benzyl}amino}-4,5-dimethoxyphenyl}-5,6,7,8-tetrahydronaphthalen-2-ol). Yield: 5.5%. As a reaction SMILES: [CH2:1]([N:3]([C:31](=O)[C:32]1[CH:37]=[CH:36][C:35]([OH:38])=[CH:34][CH:33]=1)[C:4]1[CH:9]=[C:8]([O:10][CH3:11])[C:7]([O:12][CH3:13])=[CH:6][C:5]=1[C@@H:14]1[CH2:23][CH2:22][C:21]2[CH:20]=[C:19]([O:24]C(=O)C(C)(C)C)[CH:18]=[CH:17][C:16]=2[CH2:15]1)[CH3:2].Br[CH2:41][C:42]([N:44]1[C:49]([CH3:51])([CH3:50])[CH2:48][CH2:47][CH2:46][C:45]1([CH3:53])[CH3:52])=O>>[CH2:1]([N:3]([CH2:31][C:32]1[CH:33]=[CH:34][C:35]([O:38][CH2:41][CH2:42][N:44]2[C:49]([CH3:51])([CH3:50])[CH2:48][CH2:47][CH2:46][C:45]2([CH3:53])[CH3:52])=[CH:36][CH:37]=1)[C:4]1[CH:9]=[C:8]([O:10][CH3:11])[C:7]([O:12][CH3:13])=[CH:6][C:5]=1[C@@H:14]1[CH2:23][CH2:22][C:21]2[CH:20]=[C:19]([OH:24])[CH:18]=[CH:17][C:16]=2[CH2:15]1)[CH3:2]. Procedure details: Synthesized from pivalic acid (R)-6-{2-[ethyl(4-hydroxybenzoyl)amino]-4,5-dimethoxyphenyl}-5,6,7,8-tetrahydronaphthalen-2-yl ester (16 mg) and 2-bromo-1-(2,2,6,6-tetramethylpiperidin-1-yl)ethanone (14 mg) according to an analogous synthetic method to Example 404 and purified by LC-MS, the title compound (1.0 mg) was obtained.